Task: describe an organic reaction: reactants, conditions, products, and yield. Dataset: the Open Reaction Database (ORD), a public repository of structured organic reaction records Reactants: BrC1=C(C=C(C=C1)OCOC)OCOC (1-bromo-2,4-bis(methoxymethoxy)benzene), N,N,N′N′-tetramethylethylene diamine, C(CCC)[Li] (n-butyl lithium), [Si](C)(C)(C(C)(C)C)OC1=CC=C(C=C1)C1CCC(CC1)=O (4-(4-{[tert-butyl(dimethyl)silyl]oxy}phenyl)cyclohexanone). Solvent: O1CCCC1 (tetrahydrofuran), O1CCCC1 (tetrahydrofuran). Conditions: temperature -78 celsius, time 40 minute. Yields the product [Si](C)(C)(C(C)(C)C)OC1=CC=C(C=C1)C1CCC(CC1)(O)C1=C(C=C(C=C1)OCOC)OCOC (4-(4-{[tert-Butyl(dimethyl)silyl]oxy}phenyl)-1-[2,4-bis(methoxymethoxy)phenyl]cyclohexanol). Yield: 25.3%. As a reaction SMILES: Br[C:2]1[CH:7]=[CH:6][C:5]([O:8][CH2:9][O:10][CH3:11])=[CH:4][C:3]=1[O:12][CH2:13][O:14][CH3:15].C([Li])CCC.[Si:21]([O:28][C:29]1[CH:34]=[CH:33][C:32]([CH:35]2[CH2:40][CH2:39][C:38](=[O:41])[CH2:37][CH2:36]2)=[CH:31][CH:30]=1)([C:24]([CH3:27])([CH3:26])[CH3:25])([CH3:23])[CH3:22]>O1CCCC1>[Si:21]([O:28][C:29]1[CH:30]=[CH:31][C:32]([CH:35]2[CH2:40][CH2:39][C:38]([C:2]3[CH:7]=[CH:6][C:5]([O:8][CH2:9][O:10][CH3:11])=[CH:4][C:3]=3[O:12][CH2:13][O:14][CH3:15])([OH:41])[CH2:37][CH2:36]2)=[CH:33][CH:34]=1)([C:24]([CH3:27])([CH3:26])[CH3:25])([CH3:23])[CH3:22]. Procedure details: A round bottomed flask equipped with magnetic stirrer was charged with 1-bromo-2,4-bis(methoxymethoxy)benzene (277 mg, 1.00 mmol) and anhydrous tetrahydrofuran (5 ml). The stirred solution was cooled to −78° C. and N,N,N′N′-tetramethylethylene diamine (0.32 ml, 2.10 mmol) was added followed by dropwise addition of n-butyl lithium (0.88 ml, 2.10 mmol, 2.40M solution in cyclohexanes). The resulting solution was stirred for 40 min at −78° C., then 4-(4-{[tert-butyl(dimethyl)silyl]oxy}phenyl)cyclohe... The reactants are CCOC(=O)C(C)(C)C(=O)O, NC1C(=O)N(CCOCc2ccccc2)c2ccccc2-c2ccccc21. Product: CCOC(=O)C(C)(C)C(=O)NC1C(=O)N(CCOCc2ccccc2)c2ccccc2-c2ccccc21. Reaction SMILES: [CH2:28]([CH3:29])[O:30][C:31]([C:32]([C:33](=[O:34])[OH:35])([CH3:36])[CH3:37])=[O:38].[NH2:1][CH:2]1[c:3]2[c:4]([cH:24][cH:25][cH:26][cH:27]2)-[c:5]2[c:6]([cH:20][cH:21][cH:22][cH:23]2)[N:7]([CH2:10][CH2:11][O:12][CH2:13][c:14]2[cH:15][cH:16][cH:17][cH:18][cH:19]2)[C:8]1=[O:9]>>[NH:1]([CH:2]1[c:3]2[c:4]([cH:24][cH:25][cH:26][cH:27]2)-[c:5]2[c:6]([cH:20][cH:21][cH:22][cH:23]2)[N:7]([CH2:10][CH2:11][O:12][CH2:13][c:14]2[cH:15][cH:16][cH:17][cH:18][cH:19]2)[C:8]1=[O:9])[C:33]([C:32]([C:31]([O:30][CH2:28][CH3:29])=[O:38])([CH3:36])[CH3:37])=[O:34]. Starting materials: BrC=1C=CC(=NC1)C(=O)O (5-bromopyridine-2-carboxylic acid), C(C)N (ethylamine), Cl.Cl.C[Si](CCOCN1C=CC2=C1N=CN=C2C=2C=NN(C2)C2(CNC2)CC#N)(C)C ({3-[4-(7-{[2-(trimethylsilyl)ethoxy]methyl}-7H-pyrrolo[2,3-d]pyrimidin-4-yl)-1H-pyrazol-1-yl]azetidin-3-yl}acetonitrile dihydrochloride). Reaction SMILES: Br[C:2]1[CH:3]=[CH:4][C:5]([C:8]([OH:10])=O)=[N:6][CH:7]=1.[CH2:11]([NH2:13])[CH3:12].Cl.Cl.C[Si](C)(C)CCOC[N:22]1[C:26]2[N:27]=[CH:28][N:29]=[C:30]([C:31]3[CH:32]=[N:33][N:34]([C:36]4([CH2:40][C:41]#[N:42])[CH2:39][NH:38][CH2:37]4)[CH:35]=3)[C:25]=2[CH:24]=[CH:23]1>>[C:41]([CH2:40][C:36]1([N:34]2[CH:35]=[C:31]([C:30]3[C:25]4[CH:24]=[CH:23][NH:22][C:26]=4[N:27]=[CH:28][N:29]=3)[CH:32]=[N:33]2)[CH2:39][N:38]([C:2]2[CH:3]=[CH:4][C:5]([C:8]([NH:13][CH2:11][CH3:12])=[O:10])=[N:6][CH:7]=2)[CH2:37]1)#[N:42] |f:2.3.4|. Yields the product C(#N)CC1(CN(C1)C=1C=CC(=NC1)C(=O)NCC)N1N=CC(=C1)C=1C2=C(N=CN1)NC=C2 (5-{3-(Cyanomethyl)-3-[4-(7H-pyrrolo[2,3-d]pyrimidin-4-yl)-1H-pyrazol-1-yl]azetidin-1-yl}-N-ethylpyridine-2-carboxamide). Procedure details: This compound was prepared by using procedures analogous to those described for the synthesis of Example 3, Step 1-3 starting from 5-bromopyridine-2-carboxylic acid, ethylamine (2.0 M in tetrahedrofuran solution) and {3-[4-(7-{[2-(trimethylsilyl)ethoxy]methyl}-7H-pyrrolo[2,3-d]pyrimidin-4-yl)-1H-pyrazol-1-yl]azetidin-3-yl}acetonitrile dihydrochloride. LCMS (M+H)+: m/z=428.2. The reactants are COC(=O)C(Br)c1ccccc1, O=C([O-])[O-], [Cs+], [Cs+], Oc1ccc2c(cnn2-c2ccc(F)cc2)c1, CN(C)C=O, O. Product: COC(=O)C(Oc1ccc2c(cnn2-c2ccc(F)cc2)c1)c1ccccc1. Reaction SMILES: [Br:18][CH:19]([C:20](=[O:21])[O:22][CH3:23])[c:24]1[cH:25][cH:26][cH:27][cH:28][cH:29]1.[C:30](=[O:31])([O-:32])[O-:33].[Cs+:34].[Cs+:35].[F:1][c:2]1[cH:3][cH:4][c:5](-[n:8]2[n:9][cH:10][c:11]3[cH:12][c:13]([OH:17])[cH:14][cH:15][c:16]23)[cH:6][cH:7]1.[O:37]=[CH:38][N:39]([CH3:40])[CH3:41].[OH2:36]>>[F:1][c:2]1[cH:3][cH:4][c:5](-[n:8]2[n:9][cH:10][c:11]3[cH:12][c:13]([O:17][CH:19]([C:20](=[O:21])[O:22][CH3:23])[c:24]4[cH:25][cH:26][cH:27][cH:28][cH:29]4)[cH:14][cH:15][c:16]23)[cH:6][cH:7]1. The reactants are CNCCOC, C1=C(C=NC=C1Br)Br. The reagents and catalysts are CC(C)(C)[O-].[Na+], C1=CC=C(C=C1)P(C2=CC=CC=C2)C3=C(C4=CC=CC=C4C=C3)C5=C(C=CC6=CC=CC=C65)P(C7=CC=CC=C7)C8=CC=CC=C8, C1=CC=C(C=C1)/C=C/C(=O)/C=C/C2=CC=CC=C2.C1=CC=C(C=C1)/C=C/C(=O)/C=C/C2=CC=CC=C2.C1=CC=C(C=C1)/C=C/C(=O)/C=C/C2=CC=CC=C2.[Pd].[Pd]. Run in CC1=CC=CC=C1. Run at temperature 90 celsius. Yields the product CN(CCOC)C1=CC(=CN=C1)Br. The yield is 67.6%. Procedure details: A mixture of 3,5-dibromopyridine (1.468 mL, 6.17 mmol), 2-methoxy-N- methylethanamine (0.602 mL, 5.61 mmol), TRIS(DIBENZYLIDENEACETONE)DIPALLADIUM (0.103 g, 0.11 mmol), sodium 2-methylpropan-2-olate (0.809 g, 8.41 mmol) and 2,2'-bis(diphenylphosphino)-1,1'-binaphthyl (0.175 g, 0.28 mmol) in degassed toluene (15 mL) was stirred for 16 hours at 90 °C in a sealed vessel under inert atmosphere. LC MS of the crude mixture: FLA 04227-53-01. Extraction with sat. aq. Na2CO3 solution and AE, then back ex... Starting materials: CO, CCOC=O, Nc1ncc(Oc2ccc(Cl)cc2)c(N2CCNCC2)n1. The product is Nc1ncc(Oc2ccc(Cl)cc2)c(N2CCN(C=O)CC2)n1. RXN SMILES: [CH3:27][OH:28].[CH:1](=[O:2])[O:3][CH2:4][CH3:5].[NH2:6][c:7]1[n:8][cH:9][c:10]([O:19][c:20]2[cH:21][cH:22][c:23]([Cl:26])[cH:24][cH:25]2)[c:11]([N:13]2[CH2:14][CH2:15][NH:16][CH2:17][CH2:18]2)[n:12]1>>[CH:1](=[O:2])[N:16]1[CH2:15][CH2:14][N:13]([c:11]2[c:10]([O:19][c:20]3[cH:21][cH:22][c:23]([Cl:26])[cH:24][cH:25]3)[cH:9][n:8][c:7]([NH2:6])[n:12]2)[CH2:18][CH2:17]1. Starting materials: [OH-].[Na+] (sodium hydroxide), OO (hydrogen peroxide), C(C=C)[C@@H](C[C@@H](C(=O)OC(C)(C)C)NC(=O)OC(C)(C)C)C(=O)OC(C)(C)C (di-tert-butyl (2S,4S)-4-allyl-2-tert-butoxycarbonylamino-pentanedioate). Solvent: O1CCCC1 (tetrahydrofuran), O1CCCC1 (tetrahydrofuran), O (water). Conditions: time 20 minute. Yields the product C(C)(C)(C)OC(=O)N[C@H](C(=O)OC(C)(C)C)C[C@@H](C(=O)OC(C)(C)C)CCCO (di-tert-butyl (2S,4S)-2-tert-butoxycarbonylamino-4-(3-hydroxypropyl)-pentanedioate). RXN SMILES: [CH2:1]([C@H:4]([C:22]([O:24][C:25]([CH3:28])([CH3:27])[CH3:26])=[O:23])[CH2:5][C@H:6]([NH:14][C:15]([O:17][C:18]([CH3:21])([CH3:20])[CH3:19])=[O:16])[C:7]([O:9][C:10]([CH3:13])([CH3:12])[CH3:11])=[O:8])[CH:2]=[CH2:3].[OH-:29].[Na+].OO>O1CCCC1.O>[C:18]([O:17][C:15]([NH:14][C@@H:6]([CH2:5][C@H:4]([CH2:1][CH2:2][CH2:3][OH:29])[C:22]([O:24][C:25]([CH3:28])([CH3:27])[CH3:26])=[O:23])[C:7]([O:9][C:10]([CH3:13])([CH3:12])[CH3:11])=[O:8])=[O:16])([CH3:21])([CH3:20])[CH3:19] |f:1.2|. Procedure details: 15.58 g (39 mmol) of di-tert-butyl (2S,4S)-4-allyl-2-tert-butoxycarbonylamino-pentanedioate 5a were dissolved in 200 mL of tetrahydrofuran (THF) and cooled in an ice-bath. Over a period of about 20 minutes, 54.6 mL (54.6 mmol) of 1 M diboran/tetrahydrofuran complex in tetrahydrofuran were added dropwise with ice-cooling and under nitrogen, and the mixture was stirred on ice for 2 h and at room temperature overnight. It was cooled again to 0° C. and 58.5 mL of 1 N aqueous sodium hydroxide solutio...